From a dataset of the Open Reaction Database (ORD), a public repository of structured organic reaction records. describe an organic reaction: reactants, conditions, products, and yield Starting materials: C1=CC=C2C(=C1)C(=O)C(C2=O)(O)O (ninhydrin), CNCCN (N-methyl ethylene diamine), C(=O)(C(F)(F)F)O (TFA), C(C1=CC=CC=C1)OC(=O)ON1C(CCC1=O)=O (1-{[(benzyloxy)carbonyl]oxy}pyrrolidine-2,5-dione), C1COCCOCCOCCOCCOCCO1 (18-crown-6), amine. The product is CNCCNC(OCC1=CC=CC=C1)=O (benzyl 2-(methylamino)ethylcarbamate). The yield is 355.7%. As a reaction SMILES: [CH3:1][NH:2][CH2:3][CH2:4][NH2:5].C(O)(C(F)(F)F)=O.[CH2:13]([O:20][C:21](ON1C(=O)CCC1=O)=[O:22])[C:14]1[CH:19]=[CH:18][CH:17]=[CH:16][CH:15]=1.C1OCCOCCOCCOCCOCCOC1.C1C=C2C(C(O)(O)C(=O)C2=CC=1)=O>>[CH3:1][NH:2][CH2:3][CH2:4][NH:5][C:21](=[O:22])[O:20][CH2:13][C:14]1[CH:19]=[CH:18][CH:17]=[CH:16][CH:15]=1. Reported procedure: To a solution of N-methyl ethylene diamine (10 g, 135 mmol) in CHCL3 (100 mL) was added TFA (11.43 mL, 148.4 mmol) and the solution was stirred for several minutes. The reaction was then treated successively with 1-{[(benzyloxy)carbonyl]oxy}pyrrolidine-2,5-dione (Aldrich, 43.7 g, 175.3 mmol) and 18-crown-6 (71.3 g, 269.8 mmol). The reaction became slightly green. After stirring for 1 hour at room temperature, TLC (ninhydrin stain) showed no remaining starting amine. The reaction was transferred ... The reactants are BrC1=CC=C(C=C1)C=1OC(=C(N1)CCOS(=O)(=O)C)C (Methanesulfonic acid 2-[2-(4-bromo-phenyl)-5-methyl-oxazol-4-yl]-ethyl ester), CC1=CC=C(C=C1)S(=O)(=O)O.F[C@H]1CNCC1 ((3R)-3-fluoropyrrolidine 4-methylbenzenesulfonate), BrC1=CC=C(C=C1)C=1OC(=C(N1)CCOS(=O)(=O)C)C (Methanesulfonic acid 2-[2-(4-bromo-phenyl)-5-methyl-oxazol-4-yl]-ethyl ester), C([O-])([O-])=O.[K+].[K+] (potassium carbonate). Reagents/catalysts: [I-].[K+] (potassium iodide). Run in C(C)#N (acetonitrile). Product: BrC1=CC=C(C=C1)C=1OC(=C(N1)CCN1C[C@@H](CC1)F)C (2-(4-Bromophenyl)-4-{2-[(3R)-3-fluoropyrrolidin-1-yl]ethyl}-5-methyl-1,3-oxazole). The yield is 102.9%. As a reaction SMILES: [Br:1][C:2]1[CH:7]=[CH:6][C:5]([C:8]2[O:9][C:10]([CH3:20])=[C:11]([CH2:13][CH2:14]OS(C)(=O)=O)[N:12]=2)=[CH:4][CH:3]=1.C(=O)([O-])[O-].[K+].[K+].CC1C=CC(S(O)(=O)=O)=CC=1.[F:38][C@@H:39]1[CH2:43][CH2:42][NH:41][CH2:40]1>[I-].[K+].C(#N)C>[Br:1][C:2]1[CH:7]=[CH:6][C:5]([C:8]2[O:9][C:10]([CH3:20])=[C:11]([CH2:13][CH2:14][N:41]3[CH2:42][CH2:43][C@@H:39]([F:38])[CH2:40]3)[N:12]=2)=[CH:4][CH:3]=1 |f:1.2.3,4.5,6.7|. Reported procedure: Prepare using the method of Example 102 with 2-[2-(4-bromophenyl)-5-methyl-1,3-oxazol-4-yl]ethyl methanesulfonate (See Intermediate 13) (0.16 g, 0.44 mmole), anhydrous acetonitrile (2 mL), potassium carbonate (0.21 g, 1.54 mmol), potassium iodide (0.007 g, 0.04 mmol) and (3R)-3-fluoropyrrolidine 4-methylbenzenesulfonate (salt) (See Intennediate 51) (0.21 g, 0.79 mmol) to give the title compound as a pale orange oil (0.16 g): MS (m/e) (79Br/81Br): 353, 355(M+1) The product is C(C(C)C)C1=CC=C(C(C(=O)O)O)C=C1 (4-Isobutylmandelic Acid). Conditions: temperature 0 celsius. Yield: 73.8%. RXN SMILES: [CH2:1]([C:5]1[CH:10]=[CH:9][CH:8]=[CH:7][CH:6]=1)[CH:2]([CH3:4])[CH3:3].[O:11]=[C:12](C(OCC)=O)[C:13]([O:15]CC)=[O:14].Cl[Sn](Cl)(Cl)Cl.[OH-].[K+]>O.C(Cl)Cl>[CH2:1]([C:5]1[CH:10]=[CH:9][C:8]([CH:12]([OH:11])[C:13]([OH:15])=[O:14])=[CH:7][CH:6]=1)[CH:2]([CH3:4])[CH3:3] |f:3.4|. Reported procedure: To a dry 3-necked round-bottom flask under argon atmosphere equipped with a dropping funnel, septum and magnetic stir bar was added 12.6 mL (80 mmol) of isobutylbenzene, 12.3 mL (80 mmol) of diethyl ketomalonate (DEOM) and 40 mL of CH2Cl2. The flask was cooled with stirring to 0° C. followed by the dropwise addition of 11.7 mL (100 mmol) of SnCl4. The yellow reaction mixture was allowed to warm slowly to room temperature and after 3 hours the reaction was quenched by pouring the suspension into ... The reactants are C(C(C)C)C1=CC=CC=C1 (isobutylbenzene), O=C(C(=O)OCC)C(=O)OCC (diethyl ketomalonate), diester, [OH-].[K+] (KOH), Cl[Sn](Cl)(Cl)Cl (SnCl4). Solvent: C(Cl)Cl (CH2Cl2), O (H2O).